Dataset: the Open Reaction Database (ORD), a public repository of structured organic reaction records. Task: describe an organic reaction: reactants, conditions, products, and yield Yields the product CCS(=O)(=O)O, O=C(Nc1c[nH]nc1-c1nc2cc(CN3CCOCC3)ccc2[nH]1)NC1CC1. Reaction SMILES: [CH3:29][CH2:30][S:31]([OH:32])(=[O:33])=[O:34].[CH3:35][CH2:36][O:37][CH2:38][CH3:39].[CH3:40][OH:41].[CH:1]1([NH:4][C:5](=[O:6])[NH:7][c:8]2[c:9](-[c:13]3[n:14][c:15]4[c:16]([nH:17]3)[cH:18][cH:19][c:20]([CH2:22][N:23]3[CH2:24][CH2:25][O:26][CH2:27][CH2:28]3)[cH:21]4)[n:10][nH:11][cH:12]2)[CH2:2][CH2:3]1>>[CH3:29][CH2:30][S:31](=[O:32])(=[O:33])[OH:34].[CH:1]1([NH:4][C:5](=[O:6])[NH:7][c:8]2[c:9](-[c:13]3[n:14][c:15]4[c:16]([nH:17]3)[cH:18][cH:19][c:20]([CH2:22][N:23]3[CH2:24][CH2:25][O:26][CH2:27][CH2:28]3)[cH:21]4)[n:10][nH:11][cH:12]2)[CH2:2][CH2:3]1. Starting materials: CCS(=O)(=O)O, CCOCC, CO, O=C(Nc1c[nH]nc1-c1nc2cc(CN3CCOCC3)ccc2[nH]1)NC1CC1. Reactants: O\N=C(\C1=CC=C(C=C1)C=C)/N ((Z)—N′-hydroxy-4-vinylbenzimidamide), C1(=CC=CC=C1)C1=NOC(=C1C(F)(F)F)C(=O)F (3-phenyl-4-(trifluoromethyl)isoxazole-5-carbonyl fluoride), CCN(C(C)C)C(C)C (DIEA). Run in C(C)#N (acetonitrile). Conditions: temperature 62 celsius, time 3 hour. Yields the product C1(=CC=CC=C1)C1=NOC(=C1C(F)(F)F)C1=NC(=NO1)C1=CC=C(C=C1)C=C (5-(3-phenyl-4-(trifluoromethyl)isoxazol-5-yl)-3-(4-vinylphenyl)-1,2,4-oxadiazole). Yield: 61.8%. RXN SMILES: [OH:1]/[N:2]=[C:3](\[NH2:12])/[C:4]1[CH:9]=[CH:8][C:7]([CH:10]=[CH2:11])=[CH:6][CH:5]=1.[C:13]1([C:19]2[C:23]([C:24]([F:27])([F:26])[F:25])=[C:22]([C:28](F)=O)[O:21][N:20]=2)[CH:18]=[CH:17][CH:16]=[CH:15][CH:14]=1.CCN(C(C)C)C(C)C>C(#N)C>[C:13]1([C:19]2[C:23]([C:24]([F:26])([F:27])[F:25])=[C:22]([C:28]3[O:1][N:2]=[C:3]([C:4]4[CH:9]=[CH:8][C:7]([CH:10]=[CH2:11])=[CH:6][CH:5]=4)[N:12]=3)[O:21][N:20]=2)[CH:14]=[CH:15][CH:16]=[CH:17][CH:18]=1. Procedure: To a mixture of (Z)—N′-hydroxy-4-vinylbenzimidamide (1.439 g, 8.87 mmol) and 3-phenyl-4-(trifluoromethyl)isoxazole-5-carbonyl fluoride (2.300 g, 8.87 mmol) in acetonitrile was added DIEA (1.860 mL, 10.65 mmol). The reaction mixture was heated to 62° C. After 3 hours, the reaction mixture was cooled and a white solid precipitate formed. The solid was filtered and washed with ethyl acetate, then dried to give about 2.1 g of 5-(3-phenyl-4-(trifluoromethyl)isoxazol-5-yl)-3-(4-vinylphenyl)-1,2,4-oxad... The reactants are FC(CC[C@H]([C@@H](C(=O)OC(C)(C)C)CCC(F)(F)F)C(N[C@H]1N=C(C2=C(NC1=O)C(=CC=C2)C)C2=CC(=CC=C2)F)=O)(F)F ((2S,3R)-tert-Butyl 6,6,6-trifluoro-3-(((S)-5-(3-fluorophenyl)-9-methyl-2-oxo-2,3-dihydro-1H-benzo[e][1,4]diazepin-3-yl)carbamoyl)-2-(3,3,3-trifluoropropyl)hexanoate), C(=O)(C(F)(F)F)O (TFA). Solvent: C(Cl)Cl (DCM). Reaction conditions: time 1.5 hour. Product: FC(CC[C@H]([C@@H](C(=O)O)CCC(F)(F)F)C(N[C@H]1N=C(C2=C(NC1=O)C(=CC=C2)C)C2=CC(=CC=C2)F)=O)(F)F ((2S,3R)-6,6,6-Trifluoro-3-(((S)-5-(3-fluorophenyl)-9-methyl-2-oxo-2,3-dihydro-1H-benzo[e][1,4]diazepin-3-yl)carbamoyl)-2-(3,3,3-trifluoropropyl)hexanoic acid). RXN SMILES: [F:1][C:2]([F:44])([F:43])[CH2:3][CH2:4][C@@H:5]([C:20](=[O:42])[NH:21][C@@H:22]1[C:28](=[O:29])[NH:27][C:26]2[C:30]([CH3:34])=[CH:31][CH:32]=[CH:33][C:25]=2[C:24]([C:35]2[CH:40]=[CH:39][CH:38]=[C:37]([F:41])[CH:36]=2)=[N:23]1)[C@H:6]([CH2:14][CH2:15][C:16]([F:19])([F:18])[F:17])[C:7]([O:9]C(C)(C)C)=[O:8].C(O)(C(F)(F)F)=O>C(Cl)Cl>[F:44][C:2]([F:1])([F:43])[CH2:3][CH2:4][C@@H:5]([C:20](=[O:42])[NH:21][C@@H:22]1[C:28](=[O:29])[NH:27][C:26]2[C:30]([CH3:34])=[CH:31][CH:32]=[CH:33][C:25]=2[C:24]([C:35]2[CH:40]=[CH:39][CH:38]=[C:37]([F:41])[CH:36]=2)=[N:23]1)[C@H:6]([CH2:14][CH2:15][C:16]([F:17])([F:18])[F:19])[C:7]([OH:9])=[O:8]. Reported procedure: In a 250 mL round-bottomed flask, a solution of Intermediate 1A (3.7 g, 5.86 mmol) in DCM (25 mL) was treated with TFA (25 mL) and the resulting pale orange solution was stirred at room temperature for 1.5 hours. The reaction mixture was then concentrated to give Intermediate 1B. HPLC: RT=3.12 min (H2O/MeOH with TFA, CHROMOLITH® ODS S5 4.6×50 mm, gradient=4 min, wavelength=220 nm). MS(ES): m/z=576.3 (M+H)+. 1H NMR (400 MHz, methanol-d4) δ 7.54 (t, J=4.5 Hz, 1H), 7.49-7.29 (m, 3H), 7.28-7.15 (m, ... Starting materials: CN(CC(C(=O)C1=CC=C(C=C1)F)C)C (3-dimethylamino-4'-fluoro-2-methylpropiophenone), S(O)(O)(=O)=O (sulfuric acid). Reaction conditions: temperature 90 celsius, time 2 hour. The product is FC=1C=C2CC(C(C2=CC1)=O)C (5-fluoro-2-methyl-1-indanone). Reaction SMILES: CN(C)[CH2:3][CH:4]([CH3:14])[C:5]([C:7]1[CH:12]=[CH:11][C:10]([F:13])=[CH:9][CH:8]=1)=[O:6].S(=O)(=O)(O)O>>[F:13][C:10]1[CH:9]=[C:8]2[C:7](=[CH:12][CH:11]=1)[C:5](=[O:6])[CH:4]([CH3:14])[CH2:3]2. Procedure details: A mixture of 42 g. (0.20 mole) of 3-dimethylamino-4'-fluoro-2-methylpropiophenone and 100 ml. of concentrated sulfuric acid is warmed to 90°C over one hour and stirred at 90°C for two hours. The reaction is cooled and quenched in ice and the product extracted into toluene. The toluene layer is washed with aqueous sodium hydroxide and water and concentrated in vacuo to give 5-fluoro-2-methyl-1-indanone. Reactants: COc1ccc(CCCN)cc1OC, CC(=O)O, O=C1OC(=O)c2ccccc21. Product: COc1ccc(CCCN2C(=O)c3ccccc3C2=O)cc1OC. RXN SMILES: [CH3:1][O:2][c:3]1[cH:4][c:5]([CH2:11][CH2:12][CH2:13][NH2:14])[cH:6][cH:7][c:8]1[O:9][CH3:10].[CH3:26][C:27](=[O:28])[OH:29].[O:15]=[C:16]1[O:17][C:18](=[O:19])[c:20]2[cH:21][cH:22][cH:23][cH:24][c:25]21>>[CH3:1][O:2][c:3]1[cH:4][c:5]([CH2:11][CH2:12][CH2:13][N:14]2[C:16](=[O:15])[c:25]3[c:20]([cH:21][cH:22][cH:23][cH:24]3)[C:18]2=[O:17])[cH:6][cH:7][c:8]1[O:9][CH3:10]. Starting materials: C=C(C)c1ccc(O)cc1, Oc1ccccc1. Product: CC(C)(c1ccc(O)cc1)c1ccc(O)cc1. Reaction SMILES: [C:8](=[CH2:9])([CH3:10])[c:11]1[cH:12][cH:13][c:14]([OH:17])[cH:15][cH:16]1.[OH:1][c:2]1[cH:3][cH:4][cH:5][cH:6][cH:7]1>>[OH:1][c:2]1[cH:3][cH:4][c:5]([C:8]([CH3:9])([CH3:10])[c:11]2[cH:12][cH:13][c:14]([OH:17])[cH:15][cH:16]2)[cH:6][cH:7]1. Starting materials: BrC1=C(C=C(C=C1F)F)O (2-bromo-3,5-difluorophenol), BrC1=C(C=C(C=C1)F)O[C@@H](C)CC=C ((S)-1-bromo-4-fluoro-2-(pent-4-en-2-yloxy)benzene). The product is BrC1=C(C=C(C=C1O[C@@H](C)CC=C)F)F ((S)-2-Bromo-1,5-difluoro-3-(pent-4-en-2-yloxy)benzene). Isolated yield 75.0%. RXN SMILES: [Br:1][C:2]1[C:7]([F:8])=[CH:6][C:5]([F:9])=[CH:4][C:3]=1[OH:10].Br[C:12]1[CH:17]=[CH:16]C(F)=[CH:14][C:13]=1O[C@H](CC=C)C>>[Br:1][C:2]1[C:3]([O:10][C@H:17]([CH2:12][CH:13]=[CH2:14])[CH3:16])=[CH:4][C:5]([F:9])=[CH:6][C:7]=1[F:8]. Reported procedure: Prepared in 75% yield from 2-bromo-3,5-difluorophenol following the same procedure as (S)-1-bromo-4-fluoro-2-(pent-4-en-2-yloxy)benzene. 1H NMR (400 MHz, CDCl3) δ 6.59-6.43 (m, 2H), 5.94-5.80 (m, 1H), 5.22-5.09 (m, 2H), 4.47-4.36 (m, 1H), 2.59-2.37 (m, 2H), 1.37 (d, J=6.3 Hz, 3H). Starting materials: OC=1C=C(C=CC1)N(C(OC(C)(C)C)=O)CC1=CC=CC=C1 (tert-butyl (3-hydroxyphenyl)(phenyl)methylcarbamate), BrCC(=O)OC (methyl bromoacetate), BrCCCCCCCCC1OCCO1 (2-(8-bromooctyl)-1,3-dioxolane). The product is C(C)(C)(C)OC(=O)NC(C=1C=C(OCC(=O)OC)C=CC1)C1=CC=CC=C1 (Methyl 2-(3-(((tert-butoxycarbonyl)amino)(phenyl)methyl)phenoxy)acetate). Reaction SMILES: OC1C=C([N:8]([CH2:16][C:17]2[CH:22]=[CH:21][CH:20]=[CH:19][CH:18]=2)[C:9](=[O:15])[O:10][C:11]([CH3:14])([CH3:13])[CH3:12])C=CC=1.Br[CH2:24][C:25]([O:27][CH3:28])=[O:26].BrCCC[CH2:33][CH2:34][CH2:35][CH2:36][CH2:37][CH:38]1[O:42]CCO1>>[C:11]([O:10][C:9]([NH:8][CH:16]([C:17]1[CH:18]=[CH:19][CH:20]=[CH:21][CH:22]=1)[C:36]1[CH:37]=[C:38]([CH:33]=[CH:34][CH:35]=1)[O:42][CH2:24][C:25]([O:27][CH3:28])=[O:26])=[O:15])([CH3:12])([CH3:13])[CH3:14]. Reported procedure: The title compound was prepared as described in Example 1 Step 1 with tert-butyl (3-hydroxyphenyl)(phenyl)methylcarbamate and methyl bromoacetate replacing 3-hydroxybenzophenone and 2-(8-bromooctyl)-1,3-dioxolane, respectively Starting materials: BrCC=CCOc1ccc2c(c1)CON=C2c1ccc(Br)cc1, O=C([O-])[O-], C=CCNC, CC(C)=O, [K+], [K+]. The product is C=CCN(C)CC=CCOc1ccc2c(c1)CON=C2c1ccc(Br)cc1. As a reaction SMILES: [Br:1][CH2:2][CH:3]=[CH:4][CH2:5][O:6][c:7]1[cH:8][c:9]2[c:10]([cH:22][cH:23]1)[C:11]([c:15]1[cH:16][cH:17][c:18]([Br:21])[cH:19][cH:20]1)=[N:12][O:13][CH2:14]2.[C:29](=[O:30])([O-:31])[O-:32].[CH2:24]([CH:25]=[CH2:26])[NH:27][CH3:28].[CH3:35][C:36](=[O:37])[CH3:38].[K+:33].[K+:34]>>[CH2:2]([CH:3]=[CH:4][CH2:5][O:6][c:7]1[cH:8][c:9]2[c:10]([cH:22][cH:23]1)[C:11]([c:15]1[cH:16][cH:17][c:18]([Br:21])[cH:19][cH:20]1)=[N:12][O:13][CH2:14]2)[N:27]([CH2:24][CH:25]=[CH2:26])[CH3:28]. Reactants: O (water), [OH-].[Na+] (sodium hydroxide), O (water), [H-].[Al+3].[Li+].[H-].[H-].[H-] (lithium aluminum hydride), [H-].[Al+3].[Li+].[H-].[H-].[H-] (lithium aluminum hydride), S1N=NC(=C1)C(=O)OCC (ethyl 1,2,3-thiadiazol-4-ylcarboxylate). Solvent: CCOCC (ether). Conditions: temperature 23 celsius, time 7 hour. Yields the product S1N=NC(=C1)C(=O)OCC (ethyl 1,2,3-thiadiazol-4-ylcarboxylate), S1N=NC(=C1)CO (1,2,3-thiadiazol-4-ylmethanol). The yield is 18.0%. As a reaction SMILES: [S:1]1[CH:5]=[C:4]([C:6]([O:8][CH2:9][CH3:10])=[O:7])[N:3]=[N:2]1.[H-].[Al+3].[Li+].[H-].[H-].[H-].O.[OH-].[Na+]>CCOCC>[S:1]1[CH:5]=[C:4]([C:6]([O:8][CH2:9][CH3:10])=[O:7])[N:3]=[N:2]1.[S:1]1[CH:5]=[C:4]([CH2:6][OH:7])[N:3]=[N:2]1 |f:1.2.3.4.5.6,8.9|. Reported procedure: To a suspension of ethyl 1,2,3-thiadiazol-4-ylcarboxylate (18.35 g, 0.116 mol) in ether (400 mL) was added portionwise lithium aluminum hydride (2.47 g, 0.065 mol) over 1 h period. The reaction mixture was stirred at 23° C. for 7 h and treated with lithium aluminum hydride (2.47 g, 0.065 mL). The stirring was continued for 24 h before adding successively water (7 mL), 15% sodium hydroxide solution (7 mL) and water (21 mL). After stirring for 15 min, the ether solution was decanted and the gum wa...